The task is: describe an organic reaction: reactants, conditions, products, and yield. This data is from the Open Reaction Database (ORD), a public repository of structured organic reaction records. Reactants: COC(=O)[C@@]12CC3=C(C=C2CCN(C1)S(=O)(=O)C=1C=NC(=CC1)N1CCOCC1)N(N=C3)C3=CC=C(C=C3)F ((R)-1-(4-fluorophenyl)-6-(6-morpholin-4-ylpyridine-3-sulfonyl)-1,4,5,6,7,8-hexahydro-1,2,6-triazacyclopenta[b]naphthalene-4a-carboxylic acid methyl ester), solution, [H-].C(C(C)C)[Al+]CC(C)C (diisobutylaluminium hydride). Run in ClCCl (dichloromethane), C1(=CC=CC=C1)C (toluene), O (water). Reaction conditions: time 1 hour. The product is FC1=CC=C(C=C1)N1N=CC2=C1C=C1CCN(C[C@]1(C2)CO)S(=O)(=O)C=2C=NC(=CC2)N2CCOCC2 ([(R)-1-(4-Fluorophenyl)-6-[[6-(4-morpholinyl)-3-pyridinyl]sulfonyl]-1,4,7,8-tetrahydro-1,2,6-triazacyclopenta[b]naphthalen-4a-yl]methanol). Isolated yield 103.5%. RXN SMILES: C[O:2][C:3]([C@@:5]12[CH2:14][N:13]([S:15]([C:18]3[CH:19]=[N:20][C:21]([N:24]4[CH2:29][CH2:28][O:27][CH2:26][CH2:25]4)=[CH:22][CH:23]=3)(=[O:17])=[O:16])[CH2:12][CH2:11][C:10]1=[CH:9][C:8]1[N:30]([C:33]3[CH:38]=[CH:37][C:36]([F:39])=[CH:35][CH:34]=3)[N:31]=[CH:32][C:7]=1[CH2:6]2)=O.[H-].C([Al+]CC(C)C)C(C)C>ClCCl.C1(C)C=CC=CC=1.O>[F:39][C:36]1[CH:37]=[CH:38][C:33]([N:30]2[C:8]3[CH:9]=[C:10]4[C@:5]([CH2:3][OH:2])([CH2:6][C:7]=3[CH:32]=[N:31]2)[CH2:14][N:13]([S:15]([C:18]2[CH:19]=[N:20][C:21]([N:24]3[CH2:29][CH2:28][O:27][CH2:26][CH2:25]3)=[CH:22][CH:23]=2)(=[O:16])=[O:17])[CH2:12][CH2:11]4)=[CH:34][CH:35]=1 |f:1.2|. Procedure: A solution of (R)-1-(4-fluorophenyl)-6-(6-morpholin-4-ylpyridine-3-sulfonyl)-1,4,5,6,7,8-hexahydro-1,2,6-triazacyclopenta[b]naphthalene-4a-carboxylic acid methyl ester (17 g) in dichloromethane (300 mL) under nitrogen at −78° C. was treated with a 1.0 M solution of diisobutylaluminium hydride in toluene (123 mL). After 1 hour at −78° C., the solution was diluted with water and the phases separated. The organic phase was dried over sodium sulfate and concentrated under reduced pressure. The resid... As a reaction SMILES: [C:41]([O:42][BH-:43]([O:44][C:45](=[O:46])[CH3:47])[O:48][C:49](=[O:50])[CH3:51])(=[O:52])[CH3:53].[CH2:1]([CH:2]=[CH2:3])[C:4]1([CH3:30])[C:5](=[O:29])[N:6]([CH:24]([CH:25]=[O:26])[CH2:27][CH3:28])[CH:7]([c:17]2[cH:18][cH:19][c:20]([Cl:23])[cH:21][cH:22]2)[CH:8]([c:10]2[cH:11][c:12]([Cl:16])[cH:13][cH:14][cH:15]2)[CH2:9]1.[CH2:31]1[CH2:32][O:33][CH2:34][CH2:35][NH:36]1.[CH3:37][C:38](=[O:39])[OH:40].[Na+:54]>>[CH2:1]([CH:2]=[CH2:3])[C:4]1([CH3:30])[C:5](=[O:29])[N:6]([CH:24]([CH2:25][N:36]2[CH2:31][CH2:32][O:33][CH2:34][CH2:35]2)[CH2:27][CH3:28])[CH:7]([c:17]2[cH:18][cH:19][c:20]([Cl:23])[cH:21][cH:22]2)[CH:8]([c:10]2[cH:11][c:12]([Cl:16])[cH:13][cH:14][cH:15]2)[CH2:9]1. The product is C=CCC1(C)CC(c2cccc(Cl)c2)C(c2ccc(Cl)cc2)N(C(CC)CN2CCOCC2)C1=O. Reactants: CC(=O)O[BH-](OC(C)=O)OC(C)=O, C=CCC1(C)CC(c2cccc(Cl)c2)C(c2ccc(Cl)cc2)N(C(C=O)CC)C1=O, C1COCCN1, CC(=O)O, [Na+]. The reactants are C(C)(C)(C)OC(C1=CC(=C(C(=C1)C)O)CC)=O (3-ethyl-4-hydroxy-5-methyl-benzoic acid tert-butyl ester), C(C)C1=C(OC[C@H](CNC(CO)=O)O)C(=CC(=C1)C(NO)=N)C (N—((S)-3-[2-ethyl-4-(N-hydroxycarbamimidoyl)-6-methyl-phenoxy]-2-hydroxy-propyl)-2-hydroxy-acetamide). Product: C(C)(C)(C)OC(C1=CC(=C(C(=C1)C)OC[C@H](CNC(CO)=O)O)CC)=O (3-ethyl-4-[(S)-2-hydroxy-3-(2-hydroxy-acetylamino)-propoxy]-5-methyl-benzoic acid tert-butyl ester). Reaction SMILES: [C:1]([O:5][C:6](=[O:17])[C:7]1[CH:12]=[C:11]([CH3:13])[C:10]([OH:14])=[C:9]([CH2:15][CH3:16])[CH:8]=1)([CH3:4])([CH3:3])[CH3:2].C(C1C=C(C(=N)NO)C=C(C)C=1O[CH2:23][C@@H:24]([OH:31])[CH2:25][NH:26][C:27](=[O:30])[CH2:28][OH:29])C>>[C:1]([O:5][C:6](=[O:17])[C:7]1[CH:12]=[C:11]([CH3:13])[C:10]([O:14][CH2:23][C@@H:24]([OH:31])[CH2:25][NH:26][C:27](=[O:30])[CH2:28][OH:29])=[C:9]([CH2:15][CH3:16])[CH:8]=1)([CH3:4])([CH3:3])[CH3:2]. Procedure details: 3-ethyl-4-[(S)-2-hydroxy-3-(2-hydroxy-acetylamino)-propoxy]-5-methyl-benzoic acid tert-butyl ester (5.94 g) is prepared starting from the above 3-ethyl-4-hydroxy-5-methyl-benzoic acid tert-butyl ester (6.53 g, 27.6 mmol) following the procedures given for N—((S)-3-[2-ethyl-4-(N-hydroxycarbamimidoyl)-6-methyl-phenoxy]-2-hydroxy-propyl)-2-hydroxy-acetamide. LC-MS: tR=0.87 min; [M+H]+=368.11; 1H NMR (CDCl3): δ1.17 (t, J=7.5 Hz, 3H), 1.53 (s, 9H), 2.28 (s, 3H), 2.66 (q, J=7.5 Hz, 2H), 3.17-3.26 (m, ...